Dataset: the Open Reaction Database (ORD), a public repository of structured organic reaction records. Task: describe an organic reaction: reactants, conditions, products, and yield Starting materials: N1=CC=C(C=C1)C1=C(C(NN1)=O)C1=CC=C(C=C1)OCC1=NC2=CC=CC=C2C=C1 (5-(pyridin-4-yl)-4-(4-(quinolin-2-ylmethoxy)phenyl)-1H-pyrazol-3(2H)-one), CNN (methyl hydrazine). The product is CN1NC(=C(C1=O)C1=CC=C(C=C1)OCC1=NC2=CC=CC=C2C=C1)C1=CC=NC=C1 (2-Methyl-5-(pyridin-4-yl)-4-(4-(quinolin-2-ylmethoxy)phenyl)-1H-pyrazol-3(2H)-one). Yield: 15.0%. Reaction SMILES: [N:1]1[CH:6]=[CH:5][C:4]([C:7]2[NH:11][NH:10][C:9](=[O:12])[C:8]=2[C:13]2[CH:18]=[CH:17][C:16]([O:19][CH2:20][C:21]3[CH:30]=[CH:29][C:28]4[C:23](=[CH:24][CH:25]=[CH:26][CH:27]=4)[N:22]=3)=[CH:15][CH:14]=2)=[CH:3][CH:2]=1.[CH3:31]NN>>[CH3:31][N:10]1[C:9](=[O:12])[C:8]([C:13]2[CH:14]=[CH:15][C:16]([O:19][CH2:20][C:21]3[CH:30]=[CH:29][C:28]4[C:23](=[CH:24][CH:25]=[CH:26][CH:27]=4)[N:22]=3)=[CH:17][CH:18]=2)=[C:7]([C:4]2[CH:5]=[CH:6][N:1]=[CH:2][CH:3]=2)[NH:11]1. Procedure: Following the procedure for the preparation of 5-(pyridin-4-yl)-4-(4-(quinolin-2-ylmethoxy)phenyl)-1H-pyrazol-3(2H)-one using methyl hydrazine provided the title compound. Yield: 15%. 1H NMR (500 MHz, d6-DMSO): δ 8.44-8.36 (m, 2H), 8.04-7.96 (m, 2H), 7.82-7.74 (m, 2H), 7.72-7.56 (m, 2H), 7.38-7.22 (m, 1H), 7.18-7.12 (m, 2H), 7.10-7.06 (m, 1H), 7.01-6.98 (m, 2H), 5.36 (s, 2H), 3.69 (s, 1H), 3.59 (s, 3H). MS: M+H: m/z=409.1.